Dataset: the Open Reaction Database (ORD), a public repository of structured organic reaction records. Task: describe an organic reaction: reactants, conditions, products, and yield Reactants: O=C([O-])[O-], FC(F)Cl, Cl, [K+], [K+], O=Cc1ccc(O)c(O)c1. The product is O=Cc1ccc(OC(F)F)c(O)c1. Reaction SMILES: [C:11](=[O:12])([O-:13])[O-:14].[Cl:17][CH:18]([F:19])[F:20].[ClH:21].[K+:15].[K+:16].[OH:1][c:2]1[cH:3][c:4]([CH:5]=[O:6])[cH:7][cH:8][c:9]1[OH:10]>>[OH:1][c:2]1[cH:3][c:4]([CH:5]=[O:6])[cH:7][cH:8][c:9]1[O:10][CH:18]([F:19])[F:20].